Task: describe an organic reaction: reactants, conditions, products, and yield. Dataset: the Open Reaction Database (ORD), a public repository of structured organic reaction records Starting materials: CO, COC(=O)C=C(C)c1cccc(C(F)(F)F)c1, [Na+], [OH-]. Product: CC(=CC(=O)O)c1cccc(C(F)(F)F)c1. Reaction SMILES: [CH3:20][OH:21].[F:1][C:2]([c:3]1[cH:4][c:5]([C:9](=[CH:10][C:11](=[O:12])[O:13][CH3:14])[CH3:15])[cH:6][cH:7][cH:8]1)([F:16])[F:17].[Na+:19].[OH-:18]>>[F:1][C:2]([c:3]1[cH:4][c:5]([C:9](=[CH:10][C:11](=[O:12])[OH:13])[CH3:15])[cH:6][cH:7][cH:8]1)([F:16])[F:17]. The reactants are COC(=O)C=1SC(=CC1N(C(=O)[C@@H]1CC[C@H](CC1)C)[C@@H]1CC[C@H](CC1)OCOC)C1=CCCCC1 (5-cyclohex-1-enyl-3-[(trans-4-methoxymethoxy-cyclohexyl)-(trans-4-methyl-cyclohexanecarbonyl)-amino]-thiophene-2-carboxylic acid methyl ester), [Li+].[OH-] (LiOH), O (water). The solvent is C1CCOC1.O.CO (THF H2O MeOH). Conditions: temperature 70 celsius, time 5 hour. Product: C1(=CCCCC1)C1=CC(=C(S1)C(=O)O)N(C(=O)[C@@H]1CC[C@H](CC1)C)[C@@H]1CC[C@H](CC1)OCOC (5-cyclohex-1-enyl-3-[(trans-4-methoxymethoxy-cyclohexyl)-(trans-4-methyl-cyclohexanecarbonyl)-amino]-thiophene-2-carboxylic acid). Yield: 50.4%. RXN SMILES: C[O:2][C:3]([C:5]1[S:6][C:7]([C:30]2[CH2:35][CH2:34][CH2:33][CH2:32][CH:31]=2)=[CH:8][C:9]=1[N:10]([C@H:20]1[CH2:25][CH2:24][C@H:23]([O:26][CH2:27][O:28][CH3:29])[CH2:22][CH2:21]1)[C:11]([C@H:13]1[CH2:18][CH2:17][C@H:16]([CH3:19])[CH2:15][CH2:14]1)=[O:12])=[O:4].[Li+].[OH-].O>C1COCC1.O.CO>[C:30]1([C:7]2[S:6][C:5]([C:3]([OH:4])=[O:2])=[C:9]([N:10]([C@H:20]3[CH2:21][CH2:22][C@H:23]([O:26][CH2:27][O:28][CH3:29])[CH2:24][CH2:25]3)[C:11]([C@H:13]3[CH2:18][CH2:17][C@H:16]([CH3:19])[CH2:15][CH2:14]3)=[O:12])[CH:8]=2)[CH2:35][CH2:34][CH2:33][CH2:32][CH:31]=1 |f:1.2,4.5.6|. Reported procedure: To a solution of 5-cyclohex-1-enyl-3-[(trans-4-methoxymethoxy-cyclohexyl)-(trans-4-methyl-cyclohexanecarbonyl)-amino]-thiophene-2-carboxylic acid methyl ester (775 mg, 1.54 mmol) in THF: H2O: MeOH (3:1:2) (10 mL), was added LiOH in water (1N) (4.6 mL, 4.6 mmol). The reaction mixture was stirred at 70° C. for 5 h. The mixture was concentrated under reduced pressure on a rotary evaporator and the residue was treated with a solution of 0.1 N HCl and extracted in EtOAc. The EtOAc layer was dried ove... Starting materials: FC1=CC=C(C(=O)/C(/C#N)=C(\C)/N(C)C)C=C1 (2-(p-fluorobenzoyl)-3-dimethylaminocrotononitrile), Cl (HCl), CO (methanol). Product: FC1=CC=C(C(=O)/C(/C#N)=C(\C)/O)C=C1 (2-(p-Fluorobenzoyl)-3-hydroxycrotononitrile). Reaction SMILES: [F:1][C:2]1[CH:17]=[CH:16][C:5]([C:6](/[C:8](=[C:11](/N(C)C)\[CH3:12])/[C:9]#[N:10])=[O:7])=[CH:4][CH:3]=1.Cl.C[OH:20]>>[F:1][C:2]1[CH:17]=[CH:16][C:5]([C:6](/[C:8](=[C:11](/[OH:20])\[CH3:12])/[C:9]#[N:10])=[O:7])=[CH:4][CH:3]=1. Reported procedure: A solution of 1.35 g. (0.006 m) of 2-(p-fluorobenzoyl)-3-dimethylaminocrotononitrile in a mixture of 15 ml. methanol and 8 ml. of 1 N HCl was heated on the steam bath in an open beaker for 45 minutes. Upon cooling in an ice bath, a solid formed, was collected, and then recrystallized from cyclohexane-petroleum ether with charcoal treatment, giving 0.7 g. (64%) of light pinkish crystals, m.p. 65°-67° C.